From a dataset of the Open Reaction Database (ORD), a public repository of structured organic reaction records. describe an organic reaction: reactants, conditions, products, and yield The reactants are BrCC(C(=O)OCC)=O (ethyl bromopyruvate), C1(CC1)N(C(=O)C1=CC=2C(=NC(=C3C2N(C=N3)C)NC(=S)N)N1CC)C1CC1 (N,N-dicyclopropyl-6-ethyl-1-methyl-4-thioureido-1,6-dihydroimidazo[4,5-d]pyrrolo[2,3-b]pyridine-7-carboxamide). The product is C1(CC1)N(C(=O)C1=CC=2C(=NC(=C3C2N(C=N3)C)NC=3SC=C(N3)C(=O)OCC)N1CC)C1CC1 (ethyl 2-(7-(dicyclopropylcarbamoyl)-6-ethyl-1-methyl-1,6-dihydroimidazo[4,5-d]pyrrolo[2,3-b]pyridin-4-ylamino)thiazole-4-carboxylate). As a reaction SMILES: Br[CH2:2][C:3](=O)[C:4]([O:6][CH2:7][CH3:8])=[O:5].[CH:10]1([N:13]([CH:35]2[CH2:37][CH2:36]2)[C:14]([C:16]2[N:32]([CH2:33][CH3:34])[C:19]3=[N:20][C:21]([NH:28][C:29]([NH2:31])=[S:30])=[C:22]4[N:26]=[CH:25][N:24]([CH3:27])[C:23]4=[C:18]3[CH:17]=2)=[O:15])[CH2:12][CH2:11]1>>[CH:35]1([N:13]([CH:10]2[CH2:11][CH2:12]2)[C:14]([C:16]2[N:32]([CH2:33][CH3:34])[C:19]3=[N:20][C:21]([NH:28][C:29]4[S:30][CH:2]=[C:3]([C:4]([O:6][CH2:7][CH3:8])=[O:5])[N:31]=4)=[C:22]4[N:26]=[CH:25][N:24]([CH3:27])[C:23]4=[C:18]3[CH:17]=2)=[O:15])[CH2:36][CH2:37]1. Reported procedure: This compound was prepared according to example 2 using ethyl bromopyruvate and N,N-dicyclopropyl-6-ethyl-1-methyl-4-thioureido-1,6-dihydroimidazo[4,5-d]pyrrolo[2,3-b]pyridine-7-carboxamide (example 2B) to yield ethyl 2-(7-(dicyclopropylcarbamoyl)-6-ethyl-1-methyl-1,6-dihydroimidazo[4,5-d]pyrrolo[2,3-b]pyridin-4-ylamino)thiazole-4-carboxylate as yellow solid. Starting materials: BrC=1C=C(SC1)C(CC)=O (1-(4-bromo-2-thienyl)-1-propanone), O.NN (hydrazine monohydrate), Cl (HCl), [OH-].[K+] (KOH). The solvent is C(CO)O (ethylene glycol), O (water). Reaction conditions: temperature 160 celsius, time 45 minute. Product: BrC=1C=C(SC1)CCC (4-Bromo-2-propylthiophene). Isolated yield 54.0%. As a reaction SMILES: [Br:1][C:2]1[CH:3]=[C:4]([C:7](=O)[CH2:8][CH3:9])[S:5][CH:6]=1.O.NN.[OH-].[K+].Cl>C(O)CO.O>[Br:1][C:2]1[CH:3]=[C:4]([CH2:7][CH2:8][CH3:9])[S:5][CH:6]=1 |f:1.2,3.4|. Procedure details: To a solution of crude 1-(4-bromo-2-thienyl)-1-propanone, (53 g, 242 mmol, from step 1d above) in 210 mL of ethylene glycol was added hydrazine monohydrate (30 mL, 617 mmol). The resulting solution was then heated to 160° C. with stirring for 45 min. The solution was cooled to 35° C. and 42 g of KOH (750 mmol) was added. The mixture was heated to 160° C. and stirred for 1.5 hr. The reaction was cooled to room temperature, and 450 mL of water was added. The mixture was then acidified with conc. H...